The task is: describe an organic reaction: reactants, conditions, products, and yield. This data is from the Open Reaction Database (ORD), a public repository of structured organic reaction records. Starting materials: O=C1N(C2=CC=CC=C2C12C1=C(OC2)C=C2OCCC2=C1)CC=1C=C(C(=O)O)C=CC1 (3-[(2′-oxo-5,6-dihydrospiro[benzo[1,2-b:5,4-b′]difuran-3,3′-indol]-1′(2′H)-yl)methyl]benzoic acid), CN(C=O)C (N,N-dimethylformamide), C(C(=O)Cl)(=O)Cl (oxalyl chloride). The solvent is ClCCl (dichloromethane). Reaction conditions: time 3 hour. Yields the product O=C1N(C2=CC=CC=C2C12COC=1C2=CC2=C(OCC2)C1)CC=1C=C(C(=O)Cl)C=CC1 (3-((2′-oxo-5,6-dihydro-2H-spiro[benzofuro[6,5-b]furan-3,3′-indoline]-1′-yl)methyl)benzoyl chloride). As a reaction SMILES: [O:1]=[C:2]1[C:10]2([CH2:14][O:13][C:12]3[CH:15]=[C:16]4[C:20](=[CH:21][C:11]2=3)[CH2:19][CH2:18][O:17]4)[C:9]2[C:4](=[CH:5][CH:6]=[CH:7][CH:8]=2)[N:3]1[CH2:22][C:23]1[CH:24]=[C:25]([CH:29]=[CH:30][CH:31]=1)[C:26](O)=[O:27].CN(C)C=O.C(Cl)(=O)C([Cl:40])=O>ClCCl>[O:1]=[C:2]1[C:10]2([C:11]3=[CH:21][C:20]4[CH2:19][CH2:18][O:17][C:16]=4[CH:15]=[C:12]3[O:13][CH2:14]2)[C:9]2[C:4](=[CH:5][CH:6]=[CH:7][CH:8]=2)[N:3]1[CH2:22][C:23]1[CH:24]=[C:25]([CH:29]=[CH:30][CH:31]=1)[C:26]([Cl:40])=[O:27]. Procedure details: A suspension of 3-[(2′-oxo-5,6-dihydrospiro[benzo[1,2-b:5,4-b′]difuran-3,3′-indol]-1′(2′H)-yl)methyl]benzoic acid (2.13 g, 5.1 mmol) and N,N-dimethylformamide (0.001 mL, catalytic amount) in anhydrous dichloromethane (30 mL) was treated with oxalyl chloride (4.50 mL, 5.1 mmol). The reaction mixture was stirred at ambient temperature for 3 h. The crude product was concentrated in vacuo to afford 3-((2′-oxo-5,6-dihydro-2H-spiro[benzofuro[6,5-b]furan-3,3′-indoline]-1′-yl)methyl)benzoyl chloride as ... The reactants are BrC=1C=CC2=C(C=C(CCS2(=O)=O)C(=O)NC2=CC=C(C=C2)CN(C2CCOCC2)C)C1 (7-bromo-N-[4-[[N-methyl-N-(tetrahydropyran-4-yl)amino]methyl]phenyl]-1,1-dioxo-2,3-dihydro-1-benzothiepine-4-carboxamide), B(OC1=CC=C(C=C1)N(CC)CCOCC)([O-])[O-] (4-[N-(2-ethoxyethyl)-N-ethylamino]phenyl borate), C([O-])([O-])=O.[K+].[K+] (potassium carbonate). The reagents and catalysts are C=1C=CC(=CC1)[P](C=2C=CC=CC2)(C=3C=CC=CC3)[Pd]([P](C=4C=CC=CC4)(C=5C=CC=CC5)C=6C=CC=CC6)([P](C=7C=CC=CC7)(C=8C=CC=CC8)C=9C=CC=CC9)[P](C=1C=CC=CC1)(C=1C=CC=CC1)C=1C=CC=CC1 (tetrakistriphenylphosphinepalladium). Solvent: C1(=CC=CC=C1)C.C(C)O.O (toluene ethanol water). Run at time 1 hour. Yields the product C(C)OCCN(CC)C1=CC=C(C=C1)C=1C=CC2=C(C=C(CCS2(=O)=O)C(=O)NC2=CC=C(C=C2)CN(C2CCOCC2)C)C1 (7-[4-[N-(2-ethoxyethyl)-N-ethylamino]phenyl]-N-[4-[[N-methyl-N-(tetrahydropyran-4-yl)amino]methyl]phenyl]-1,1-dioxo-2,3-dihydro-1-benzothiepine-4-carboxamide). Yield: 71.3%. As a reaction SMILES: Br[C:2]1[CH:3]=[CH:4][C:5]2[S:11](=[O:13])(=[O:12])[CH2:10][CH2:9][C:8]([C:14]([NH:16][C:17]3[CH:22]=[CH:21][C:20]([CH2:23][N:24]([CH3:31])[CH:25]4[CH2:30][CH2:29][O:28][CH2:27][CH2:26]4)=[CH:19][CH:18]=3)=[O:15])=[CH:7][C:6]=2[CH:32]=1.B([O-])([O-])O[C:35]1[CH:40]=[CH:39][C:38]([N:41]([CH2:44][CH2:45][O:46][CH2:47][CH3:48])[CH2:42][CH3:43])=[CH:37][CH:36]=1.C(=O)([O-])[O-].[K+].[K+]>C1(C)C=CC=CC=1.C(O)C.O.C1C=CC([P]([Pd]([P](C2C=CC=CC=2)(C2C=CC=CC=2)C2C=CC=CC=2)([P](C2C=CC=CC=2)(C2C=CC=CC=2)C2C=CC=CC=2)[P](C2C=CC=CC=2)(C2C=CC=CC=2)C2C=CC=CC=2)(C2C=CC=CC=2)C2C=CC=CC=2)=CC=1>[CH2:47]([O:46][CH2:45][CH2:44][N:41]([C:38]1[CH:37]=[CH:36][C:35]([C:2]2[CH:3]=[CH:4][C:5]3[S:11](=[O:13])(=[O:12])[CH2:10][CH2:9][C:8]([C:14]([NH:16][C:17]4[CH:18]=[CH:19][C:20]([CH2:23][N:24]([CH3:31])[CH:25]5[CH2:26][CH2:27][O:28][CH2:29][CH2:30]5)=[CH:21][CH:22]=4)=[O:15])=[CH:7][C:6]=3[CH:32]=2)=[CH:40][CH:39]=1)[CH2:42][CH3:43])[CH3:48] |f:2.3.4,5.6.7,^1:71,73,92,111|. Reported procedure: Under argon atmosphere, a mixture of 7-bromo-N-[4-[[N-methyl-N-(tetrahydropyran-4-yl)amino]methyl]phenyl]-1,1-dioxo-2,3-dihydro-1-benzothiepine-4-carboxamide (300 mg), 4-[N-(2-ethoxyethyl)-N-ethylamino]phenyl borate (410 mg) and potassium carbonate (400 mg) in toluene/ethanol/water (10/1/1 ml) was stirred at room temperature for 1 hour. To the mixture was added tetrakistriphenylphosphinepalladium (50 mg), and the mixture was refluxed for 8 hours, cooled, extracted with ethyl acetate, washed with... Product: O=C(c1ccc(Cl)cc1)c1ccc(OCCCCl)cc1. Starting materials: ClCCCBr, CN(C)C=O, O=C(c1ccc(O)cc1)c1ccc(Cl)cc1, [H-], [Na+]. Reaction SMILES: [Br:19][CH2:20][CH2:21][CH2:22][Cl:23].[CH3:24][N:25]([CH3:26])[CH:27]=[O:28].[Cl:3][c:4]1[cH:5][cH:6][c:7]([C:10]([c:11]2[cH:12][cH:13][c:14]([OH:17])[cH:15][cH:16]2)=[O:18])[cH:8][cH:9]1.[H-:1].[Na+:2]>>[Cl:3][c:4]1[cH:5][cH:6][c:7]([C:10]([c:11]2[cH:12][cH:13][c:14]([O:17][CH2:20][CH2:21][CH2:22][Cl:23])[cH:15][cH:16]2)=[O:18])[cH:8][cH:9]1. The reactants are compound [ 4-6 ], FC(C1=CC=C(CCl)C=C1)(F)F (4-(trifluoromethyl)benzyl chloride), C(C1=CC=CC=C1)N1C=CC2=CC=C(C=C12)CC(=O)O (2-(1-benzyl-1H-indole-6-yl)acetic acid). Yields the product FC(C1=CC=C(CN2C=CC3=CC=C(C=C23)CC(=O)O)C=C1)(F)F (2-{1-[4-(trifluoromethyl)benzyl]-1H-indole-6-yl}acetic acid), C(C1=CC=CC=C1)N1C=CC2=CC=C(C=C12)CC(=O)O (2-(1-benzyl-1H-indole-6-yl)acetic acid). Reaction SMILES: [F:1][C:2]([F:12])([F:11])[C:3]1[CH:10]=[CH:9][C:6]([CH2:7]Cl)=[CH:5][CH:4]=1.[CH2:13]([N:20]1[C:28]2[C:23](=[CH:24][CH:25]=[C:26]([CH2:29][C:30]([OH:32])=[O:31])[CH:27]=2)[CH:22]=[CH:21]1)[C:14]1[CH:19]=[CH:18][CH:17]=[CH:16][CH:15]=1>>[F:1][C:2]([F:12])([F:11])[C:3]1[CH:10]=[CH:9][C:6]([CH2:7][N:20]2[C:28]3[C:23](=[CH:24][CH:25]=[C:26]([CH2:29][C:30]([OH:32])=[O:31])[CH:27]=3)[CH:22]=[CH:21]2)=[CH:5][CH:4]=1.[CH2:13]([N:20]1[C:28]2[C:23](=[CH:24][CH:25]=[C:26]([CH2:29][C:30]([OH:32])=[O:31])[CH:27]=2)[CH:22]=[CH:21]1)[C:14]1[CH:15]=[CH:16][CH:17]=[CH:18][CH:19]=1. Procedure: The titled compound (33 mg) as a white solid was prepared from the compound [4-6] obtained in the process (6) of Example 4 (100 mg) and 4-(trifluoromethyl)benzyl chloride according to the method of the process (7) of Example 4. Starting materials: N1(CCNCC1)C=1C=CC=2N(N1)C(=NN2)C(F)(F)F (6-(piperazin-1-yl)-3-(trifluoromethyl)-[1,2,4]triazolo[4,3-b]pyridazine), OCC=1C=C(C=O)C=CC1 (3-(hydroxymethyl)benzaldehyde). Yields the product FC(C1=NN=C2N1N=C(C=C2)N2CCN(CC2)CC=2C=C(C=CC2)CO)(F)F ([3-[[4-[3-(trifluoromethyl)-[1,2,4]triazolo[4,3-b]pyridazin-6-yl]piperazin-1-yl]methyl]phenyl]methanol). As a reaction SMILES: [N:1]1([C:7]2[CH:8]=[CH:9][C:10]3[N:11]([C:13]([C:16]([F:19])([F:18])[F:17])=[N:14][N:15]=3)[N:12]=2)[CH2:6][CH2:5][NH:4][CH2:3][CH2:2]1.[OH:20][CH2:21][C:22]1[CH:23]=[C:24]([CH:27]=[CH:28][CH:29]=1)[CH:25]=O>>[F:19][C:16]([F:17])([F:18])[C:13]1[N:11]2[N:12]=[C:7]([N:1]3[CH2:2][CH2:3][N:4]([CH2:25][C:24]4[CH:23]=[C:22]([CH2:21][OH:20])[CH:29]=[CH:28][CH:27]=4)[CH2:5][CH2:6]3)[CH:8]=[CH:9][C:10]2=[N:15][N:14]=1. Reported procedure: Reductive amination of 6-(piperazin-1-yl)-3-(trifluoromethyl)-[1,2,4]triazolo[4,3-b]pyridazine with 3-(hydroxymethyl)benzaldehyde was carried out according to General Synthetic Method 7. The crude product was purified by hplc using a Waters XBridge Prep C18 OBD column, 5μ silica, 30 mm diameter, 100 mm length eluted with decreasingly polar mixtures of water (containing 0.1% aqueous ammonia) and acetonitrile as eluents to give [3-[[4-[3-(trifluoromethyl)-[1,2,4]triazolo[4,3-b]pyridazin-6-yl]piper...